This data is from the Open Reaction Database (ORD), a public repository of structured organic reaction records. The task is: describe an organic reaction: reactants, conditions, products, and yield Starting materials: C(C)OC(=O)C1(CCNCC1)CCOC (4-(2-methoxy-ethyl)-piperidine-4-carboxylic acid ethyl ester), ClC1=C(C=CC=C1)S(=O)(=O)Cl (2-chlorobenzenesulfonyl chloride), C1(CC1)C1=CC=C(N)C=C1 (4-cyclopropyl-aniline). Yields the product ClC1=C(C=CC=C1)S(=O)(=O)N1CCC2(CCN(C2=O)C2=CC=C(C=C2)C2CC2)CC1 (8-(2-Chloro-benzenesulfonyl)-2-(4-cyclopropyl-phenyl)-2,8-diaza-spiro[4.5]decan-1-one). As a reaction SMILES: C(O[C:4]([C:6]1([CH2:12][CH2:13]OC)[CH2:11][CH2:10][NH:9][CH2:8][CH2:7]1)=[O:5])C.[Cl:16][C:17]1[CH:22]=[CH:21][CH:20]=[CH:19][C:18]=1[S:23](Cl)(=[O:25])=[O:24].[CH:27]1([C:30]2[CH:36]=[CH:35][C:33]([NH2:34])=[CH:32][CH:31]=2)[CH2:29][CH2:28]1>>[Cl:16][C:17]1[CH:22]=[CH:21][CH:20]=[CH:19][C:18]=1[S:23]([N:9]1[CH2:8][CH2:7][C:6]2([C:4](=[O:5])[N:34]([C:33]3[CH:35]=[CH:36][C:30]([CH:27]4[CH2:29][CH2:28]4)=[CH:31][CH:32]=3)[CH2:13][CH2:12]2)[CH2:11][CH2:10]1)(=[O:25])=[O:24]. Procedure: Light brown solid. MS (ESI): 445.11 (MH+). This example was prepared in analogy to example 1 step C) to D) from 4-(2-methoxy-ethyl)-piperidine-4-carboxylic acid ethyl ester (example 1 step B)), 2-chlorobenzenesulfonyl chloride and 4-cyclopropyl-aniline. Starting materials: S(=O)(=O)([O-])OOS(=O)(=O)[O-].[NH4+].[NH4+] (Ammonium persulfate), C(=C)(C)P(O)(O)=O (isopropenyl phosphonic acid), OCCCOC(C=C)=O (hydroxypropylacrylate), C1(\C=C/C(=O)O1)=O (maleic anhydride). Run in O (water). The product is C(=C)(C)P(O)(O)=O.OCCCOC(C=C)=O.C1(\C=C/C(=O)O1)=O (Isopropenyl Phosphonic Acid Hydroxypropylacrylate Maleic Anhydride). As a reaction SMILES: [C:1]([P:4](=[O:7])([OH:6])[OH:5])([CH3:3])=[CH2:2].[OH:8][CH2:9][CH2:10][CH2:11][O:12][C:13](=[O:16])[CH:14]=[CH2:15].[C:17]1(=[O:23])[O:22][C:20](=[O:21])[CH:19]=[CH:18]1.S(OOS([O-])(=O)=O)([O-])(=O)=O.[NH4+].[NH4+]>O>[C:1]([P:4](=[O:5])([OH:7])[OH:6])([CH3:3])=[CH2:2].[OH:8][CH2:9][CH2:10][CH2:11][O:12][C:13](=[O:16])[CH:14]=[CH2:15].[C:20]1(=[O:21])[O:22][C:17](=[O:23])[CH:18]=[CH:19]1 |f:3.4.5,7.8.9|. Procedure details: Aqueous isopropenyl phosphonic acid (47 g, 54%, 0.2 mole), hydroxypropylacrylate (26 g, 0.2 mole) and maleic anhydride (5 g, 0.05 mole, neutralized to pH 5 in 50 ml water) were mixed with 82.6 g water in a resin kettle under nitrogen. Ammonium persulfate (6 g) was added followed by 11/2 hours of reflux. An equivalent amount of initiator was added and the reflux period repeated. The final product was yellow with a pH of 0.99. The 31PMR showed polymer absorptions centered at δ=-34, -32.3 and -28.8... Isolated yield 76.0%. Procedure: To a solution of 2-{[(tert-butoxy)carbonyl]amino}-3-ethoxy-3-oxopropanoic acid XCVII (0.5 g; 2.02 mmol) and DIPEA (1.20 mL; 7.07 mM) in DCM (30 mL) was added (2S)-2-amino-N-(quinolin-3-yl)-3-[4-(trifluoromethyl)phenyl]propanamide LXXI (0.88 g; 2.02 mmol) and TBTU (0.68 g; 2.12 mmol). The reaction mixture was stirred overnight, diluted with DCM (30 mL), washed with 1 M aq NaOH (2×), 1 M aqueous HCl (2×), brine and dried over anhydrous MgSO4. The solvent was evaporated and the crude product was cr... Solvent: C(Cl)Cl (DCM), C(Cl)Cl (DCM). As a reaction SMILES: [C:1]([O:5][C:6]([NH:8][CH:9]([C:13]([O:15][CH2:16][CH3:17])=[O:14])[C:10]([OH:12])=O)=[O:7])([CH3:4])([CH3:3])[CH3:2].CCN(C(C)C)C(C)C.[NH2:27][C@@H:28]([CH2:42][C:43]1[CH:48]=[CH:47][C:46]([C:49]([F:52])([F:51])[F:50])=[CH:45][CH:44]=1)[C:29]([NH:31][C:32]1[CH:33]=[N:34][C:35]2[C:40]([CH:41]=1)=[CH:39][CH:38]=[CH:37][CH:36]=2)=[O:30].CN(C(ON1N=NC2C=CC=CC1=2)=[N+](C)C)C.[B-](F)(F)(F)F>C(Cl)Cl>[C:1]([O:5][C:6]([NH:8][CH:9]([C:10](=[O:12])[NH:27][C@H:28]([C:29](=[O:30])[NH:31][C:32]1[CH:33]=[N:34][C:35]2[C:40]([CH:41]=1)=[CH:39][CH:38]=[CH:37][CH:36]=2)[CH2:42][C:43]1[CH:48]=[CH:47][C:46]([C:49]([F:52])([F:51])[F:50])=[CH:45][CH:44]=1)[C:13]([O:15][CH2:16][CH3:17])=[O:14])=[O:7])([CH3:2])([CH3:3])[CH3:4] |f:3.4|. Reaction conditions: time 8 hour. Product: C(C)(C)(C)OC(=O)NC(C(=O)OCC)C(N[C@@H](CC1=CC=C(C=C1)C(F)(F)F)C(NC=1C=NC2=CC=CC=C2C1)=O)=O (ethyl 2-{[(tert-butoxy)carbonyl]amino}-2-{[(1S)-1-[(quinolin-3-yl)carbamoyl]-2-[4-(trifluoromethyl)phenyl]ethyl]carbamoyl}acetate), crystals. The reactants are C(C)(C)(C)OC(=O)NC(C(=O)O)C(=O)OCC (2-{[(tert-butoxy)carbonyl]amino}-3-ethoxy-3-oxopropanoic acid), CCN(C(C)C)C(C)C (DIPEA), N[C@H](C(=O)NC=1C=NC2=CC=CC=C2C1)CC1=CC=C(C=C1)C(F)(F)F ((2S)-2-amino-N-(quinolin-3-yl)-3-[4-(trifluoromethyl)phenyl]propanamide), CN(C)C(=[N+](C)C)ON1C2=C(C=CC=C2)N=N1.[B-](F)(F)(F)F (TBTU). The reactants are FC(C1=CC=C(C=C1)CC(=O)OCC)(F)F (ethyl 2-(4-(trifluoromethyl)phenyl)acetate), C(C)OC(N(C)C)OCC (1,1-diethoxy-N,N-dimethylmethanamine). The product is CN(C=C(C(=O)OCC)C1=CC=C(C=C1)C(F)(F)F)C (ethyl 3-(dimethylamino)-2-(4-(trifluoromethyl)phenyl)acrylate). As a reaction SMILES: [F:1][C:2]([F:16])([F:15])[C:3]1[CH:8]=[CH:7][C:6]([CH2:9][C:10]([O:12][CH2:13][CH3:14])=[O:11])=[CH:5][CH:4]=1.C(O[CH:20](OCC)[N:21]([CH3:23])[CH3:22])C>>[CH3:20][N:21]([CH3:23])[CH:22]=[C:9]([C:6]1[CH:5]=[CH:4][C:3]([C:2]([F:15])([F:16])[F:1])=[CH:8][CH:7]=1)[C:10]([O:12][CH2:13][CH3:14])=[O:11]. Reported procedure: The title compound was prepared in a manner similar to Example Preparation 10 using ethyl 2-(4-(trifluoromethyl)phenyl)acetate and 1,1-diethoxy-N,N-dimethylmethanamine to give the title compound. 1H NMR (400 MHz, chloroform-d) δ ppm 1.21 (t, J=7.1 Hz, 3H) 2.71 (s, 6H) 4.14 (q, J=7.2 Hz, 2H) 7.31 (d, J=7.8 Hz, 2H) 7.53 (d, J=7.8 Hz, 2H) 7.61 (s, 1H). The reactants are ClC1=CC=C(C=C1)C1=CC(=NN1C1=CC=C(C=C1)OC)C(CCO)C (5-(4-Chlorophenyl)-3-(3-hydroxy-1-methylpropyl)-1-(4-methoxy phenyl)pyrazole), CC(=O)C.OS(=O)(=O)O.O=[Cr](=O)=O (Jones Reagent). The solvent is CC(=O)C (acetone). Reaction conditions: time 1.5 hour. Product: ClC1=CC=C(C=C1)C1=CC(=NN1C1=CC=C(C=C1)OC)C(CC(=O)O)C (3-[5-(4-chlorophenyl)-1-(4-methoxyphenyl)-3-pyrazolyl]-3-methylpropanoic acid). Yield: 92.0%. Reaction SMILES: [Cl:1][C:2]1[CH:7]=[CH:6][C:5]([C:8]2[N:12]([C:13]3[CH:18]=[CH:17][C:16]([O:19][CH3:20])=[CH:15][CH:14]=3)[N:11]=[C:10]([CH:21]([CH3:25])[CH2:22][CH2:23][OH:24])[CH:9]=2)=[CH:4][CH:3]=1.CC(C)=[O:28].OS(O)(=O)=O.O=[Cr](=O)=O>CC(C)=O>[Cl:1][C:2]1[CH:3]=[CH:4][C:5]([C:8]2[N:12]([C:13]3[CH:18]=[CH:17][C:16]([O:19][CH3:20])=[CH:15][CH:14]=3)[N:11]=[C:10]([CH:21]([CH3:25])[CH2:22][C:23]([OH:28])=[O:24])[CH:9]=2)=[CH:6][CH:7]=1 |f:1.2.3|. Procedure: To a solution of compound 50 (0.65 g, 1.8 mM) in acetone (50 ml) was added Jones Reagent (1.85 ml, 3.7 mM) and the reaction stirred for 1.5 hr, the acetone decanted and the chromium residues washed exhaustively with acetone. The combined acetone layers were then evaporated in vacuo, the residue dissolved in EtOAc (100 ml), washed (H2O), dried (Na2SO4) and concentrated to give an oil which was chromatographed on Silica (EtOAc/MeOH, 30% as eluent) to afford 3-[5-(4-chlorophenyl)-1-(4-methoxyphenyl... Reactants: CO, Cc1cc(F)ccc1Nc1ccc(C(=O)c2cc(OCC(O)CO)ccc2C)c([N+](=O)[O-])c1. The product is Cc1cc(F)ccc1Nc1ccc(C(=O)c2cc(OCC(O)CO)ccc2C)c(N)c1. Reaction SMILES: [CH3:34][OH:35].[OH:1][CH:2]([CH2:3][O:4][c:5]1[cH:6][cH:7][c:8]([CH3:31])[c:9]([C:11](=[O:12])[c:13]2[c:14]([N+:28]([O-:29])=[O:30])[cH:15][c:16]([NH:19][c:20]3[c:21]([CH3:27])[cH:22][c:23]([F:26])[cH:24][cH:25]3)[cH:17][cH:18]2)[cH:10]1)[CH2:32][OH:33]>>[OH:1][CH:2]([CH2:3][O:4][c:5]1[cH:6][cH:7][c:8]([CH3:31])[c:9]([C:11](=[O:12])[c:13]2[c:14]([NH2:28])[cH:15][c:16]([NH:19][c:20]3[c:21]([CH3:27])[cH:22][c:23]([F:26])[cH:24][cH:25]3)[cH:17][cH:18]2)[cH:10]1)[CH2:32][OH:33]. Conditions: time 1 hour. Reaction SMILES: [CH3:1][C:2]1([CH3:19])[CH2:11][CH2:10][C:9]2[C:4](=[CH:5][CH:6]=[CH:7][CH:8]=2)[CH:3]1[N:12]1[C:16]([CH2:17][NH2:18])=[CH:15][N:14]=[CH:13]1.[N:20]([CH3:23])=[C:21]=[O:22]>ClC(Cl)Cl>[CH3:1][C:2]1([CH3:19])[CH2:11][CH2:10][C:9]2[C:4](=[CH:5][CH:6]=[CH:7][CH:8]=2)[CH:3]1[N:12]1[C:16]([CH2:17][NH:18][C:21]([NH:20][CH3:23])=[O:22])=[CH:15][N:14]=[CH:13]1. The solvent is ClC(Cl)Cl (trichloromethane). Procedure: To a stirred mixture of 5.1 parts of 1-(1,2,3,4-tetrahydro-2,2-dimethyl-1-naphthalenyl)-1H-imidazole-5-methanamine and 75 parts of trichloromethane were added 1.2 parts of isocyanatomethane. After stirring for 1 hour, the reaction mixture was evaporated. The residue was purified by column chromatography over silica gel using a mixture of trichloromethane and methanol (95:5 by volume) as eluent. The pure fractions were collected and the eluent was evaporated. The residue was crystallized from 4-m... Starting materials: CC1(C(C2=CC=CC=C2CC1)N1C=NC=C1CN)C (1-(1,2,3,4-tetrahydro-2,2-dimethyl-1-naphthalenyl)-1H-imidazole-5-methanamine), N(=C=O)C (isocyanatomethane). The yield is 46.4%. The product is CC1(C(C2=CC=CC=C2CC1)N1C=NC=C1CNC(=O)NC)C (N-[[1-(1,2,3,4-tetrahydro-2,2-dimethyl-1-naphthalenyl)-1H-imidazol-5-yl]-methyl]-N'-methylurea). Starting materials: NC(=O)N (urea), CCCCOCCO (butylglycol). The reagents and catalysts are [Ni] (nickel). Run at temperature 135 celsius. Yields the product C(N)(OCCOCCCC)=O (n-butoxyethyl carbamate). The yield is 98.0%. As a reaction SMILES: [NH2:1][C:2](N)=[O:3].[CH3:5][CH2:6][CH2:7][CH2:8][O:9][CH2:10][CH2:11][OH:12]>[Ni]>[C:2](=[O:3])([O:12][CH2:11][CH2:10][O:9][CH2:8][CH2:7][CH2:6][CH3:5])[NH2:1]. Reported procedure: 60 parts of urea are mixed with 177 parts of butylglycol and 3 parts of a cation exchanger which is commercially available under the registered name Lewatit CA 9259 and, having been treated in accordance with Example (1 a), contains nickel, in a stirred apparatus. The mixture is heated to 135° C., whilst stirring. It is then heated for 10 hours at 140° C. After cooling, the mixture is filtered and the excess butylglycol is distilled from the filtrate under reduced pressure. 158 parts of n-butoxy... Starting materials: C(C)(C)(C)OC(=O)N[C@H](CCSC)C(=O)NCC(=O)N[C@@H](CC1=CC=CC=C1)C(=O)NCCCCCC(=O)OC (t-butoxycarbonyl-D-methionylglycyl-N-(6-methoxy-6-oxohexyl)-L-phenylalaninamide), Cl.O1CCOCC1 (hydrogen chloride dioxane). Run in O1CCOCC1 (dioxane). Reaction conditions: time 1 hour. Product: O.Cl.N[C@H](CCSC)C(=O)NCC(=O)N[C@@H](CC1=CC=CC=C1)C(=O)NCCCCCC(=O)OC.N[C@H](CCSC)C(=O)NCC(=O)N[C@@H](CC1=CC=CC=C1)C(=O)NCCCCCC(OC)=O.Cl (D-methionylglycyl-N-(6-methoxy-6-oxohexyl)-L-phenylalaninamide monohydrochloride hemihydrate). RXN SMILES: C([O:5]C([NH:8][C@@H:9]([C:14]([NH:16][CH2:17][C:18]([NH:20][C@H:21]([C:29]([NH:31][CH2:32][CH2:33][CH2:34][CH2:35][CH2:36][C:37]([O:39][CH3:40])=[O:38])=[O:30])[CH2:22][C:23]1[CH:28]=[CH:27][CH:26]=[CH:25][CH:24]=1)=[O:19])=[O:15])[CH2:10][CH2:11][S:12][CH3:13])=O)(C)(C)C.[ClH:41].O1CCOCC1>O1CCOCC1>[OH2:5].[ClH:41].[NH2:8][C@@H:9]([C:14]([NH:16][CH2:17][C:18]([NH:20][C@H:21]([C:29]([NH:31][CH2:32][CH2:33][CH2:34][CH2:35][CH2:36][C:37]([O:39][CH3:40])=[O:38])=[O:30])[CH2:22][C:23]1[CH:28]=[CH:27][CH:26]=[CH:25][CH:24]=1)=[O:19])=[O:15])[CH2:10][CH2:11][S:12][CH3:13].[NH2:8][C@@H:9]([C:14]([NH:16][CH2:17][C:18]([NH:20][C@H:21]([C:29]([NH:31][CH2:32][CH2:33][CH2:34][CH2:35][CH2:36][C:37](=[O:38])[O:39][CH3:40])=[O:30])[CH2:22][C:23]1[CH:28]=[CH:27][CH:26]=[CH:25][CH:24]=1)=[O:19])=[O:15])[CH2:10][CH2:11][S:12][CH3:13].[ClH:41] |f:1.2,4.5.6.7.8|. Procedure details: The title compound of Example 10 (12.0 g) was dissolved in 50 ml of dioxane to which was added 50 ml of 6M hydrogen chloride/dioxane. After about one hour, the volatiles were removed in vacuo and the residue triturated thoroughly with diethyl ether. The title compound (10.9 g) was collected as an analytically pure hydrochloride hemihydrate. Procedure: The title compound, MS: m/e=500.3 (M+H+), was prepared in accordance with the general method of example 71 from 1-benzyl-8-(3,5-bis-trifluoromethyl-benzoyl)-1,3,8-triaza-spiro[4.5]decan-4-one and methyliodide. Starting materials: C(C1=CC=CC=C1)N1CNC(C12CCN(CC2)C(C2=CC(=CC(=C2)C(F)(F)F)C(F)(F)F)=O)=O (1-benzyl-8-(3,5-bis-trifluoromethyl-benzoyl)-1,3,8-triaza-spiro[4.5]decan-4-one), CI (methyliodide). RXN SMILES: [CH2:1]([N:8]1[C:12]2([CH2:17][CH2:16][N:15]([C:18](=[O:33])[C:19]3[CH:24]=[C:23]([C:25]([F:28])([F:27])[F:26])[CH:22]=[C:21]([C:29]([F:32])([F:31])[F:30])[CH:20]=3)[CH2:14][CH2:13]2)[C:11](=[O:34])[NH:10][CH2:9]1)[C:2]1[CH:7]=[CH:6][CH:5]=[CH:4][CH:3]=1.[CH3:35]I>>[CH2:1]([N:8]1[C:12]2([CH2:17][CH2:16][N:15]([C:18](=[O:33])[C:19]3[CH:20]=[C:21]([C:29]([F:32])([F:31])[F:30])[CH:22]=[C:23]([C:25]([F:26])([F:27])[F:28])[CH:24]=3)[CH2:14][CH2:13]2)[C:11](=[O:34])[N:10]([CH3:35])[CH2:9]1)[C:2]1[CH:3]=[CH:4][CH:5]=[CH:6][CH:7]=1. Yields the product C(C1=CC=CC=C1)N1CN(C(C12CCN(CC2)C(C2=CC(=CC(=C2)C(F)(F)F)C(F)(F)F)=O)=O)C (1-Benzyl-8-(3,5-bis-trifluoromethyl-benzoyl)-3-methyl-1,3,8-triaza-spiro[4.5]decan-4-one).